describe an organic reaction: reactants, conditions, products, and yield From a dataset of the Open Reaction Database (ORD), a public repository of structured organic reaction records. Reactants: N1C=CC2=CC=C(C=C12)C1=C2/C(/C(NC2=CC=C1[N+](=O)[O-])=O)=C/C=1NC=CC1OC ((Z)-1,3-dihydro-4-(6-indolyl)-3-[(3-methoxy-1H-pyrrol-2-yl)methylene]-5-nitro-2H-indol-2-one), O (water), [Cl-].[NH4+] (ammonium chloride). Reagents/catalysts: [Zn] (zinc). Run in CO (methanol), C1CCOC1 (THF). The product is NC=1C(=C2/C(/C(NC2=CC1)=O)=C/C=1NC=CC1OC)C1=CC=C2C=CNC2=C1 ((Z)-5-amino-1,3-dihydro-4-(6-indolyl)-3-[(3-methoxy-1H-pyrrol-2-yl)methylene]-2H-indol-2-one). Yield: 56.2%. Reaction SMILES: [NH:1]1[C:9]2[C:4](=[CH:5][CH:6]=[C:7]([C:10]3[C:18]([N+:19]([O-])=O)=[CH:17][CH:16]=[C:15]4[C:11]=3/[C:12](=[CH:23]/[C:24]3[NH:25][CH:26]=[CH:27][C:28]=3[O:29][CH3:30])/[C:13](=[O:22])[NH:14]4)[CH:8]=2)[CH:3]=[CH:2]1.O.[Cl-].[NH4+]>CO.C1COCC1.[Zn]>[NH2:19][C:18]1[C:10]([C:7]2[CH:8]=[C:9]3[C:4]([CH:3]=[CH:2][NH:1]3)=[CH:5][CH:6]=2)=[C:11]2[C:15](=[CH:16][CH:17]=1)[NH:14][C:13](=[O:22])/[C:12]/2=[CH:23]\[C:24]1[NH:25][CH:26]=[CH:27][C:28]=1[O:29][CH3:30] |f:2.3|. Procedure details: To a solution of (Z)-1,3-dihydro-4-(6-indolyl)-3-[(3-methoxy-1H-pyrrol-2-yl)methylene]-5-nitro-2H-indol-2-one (48 mg, 0.12 mmol) (from Step A above) in 2 mL of a 10% water in methanol solution and 0.5 mL THF was added zinc dust (70 mg, 1.07 mmol) followed by ammonium chloride (19 mg, 0.36 mmol). The reaction was heated at gentle reflux for 4 hours, at which time the reaction mixture was filtered through a pad of Celite® and rinsed thoroughly with ethyl acetate. The resulting solution was diluted... Reactants: FC=1C=C2C(C(=CN3C2=C(C1F)C[C@H]3C)C(=O)O)=O ((-)-8,9-difluoro-2-(R)-methyl-6-oxo-1,2-dihydro-6H-pyrrolo[3,2,1-ij]quinoline-5-carboxylic acid), FC=1C=C2C(C(=CN3C2=C(C1F)C[C@H]3C)C(=O)O)=O ((-)-8,9-difluoro-2-(R)-methyl-6-oxo-1,2-dihydro-6H-pyrrolo[3,2,1-ij]quinoline-5-carboxylic acid), CN1CCNCC1 (N-methylpiperazine). Product: FC=1C=C2C(C(=CN3C2=C(C1N1CCN(CC1)C)C[C@H]3C)C(=O)O)=O ((-)-8-fluoro-2-(R)-methyl-9-(4-methyl-1-piperazinyl)-6-oxo-1,2-dihydro-6H-pyrrolo[3,2,1-ij]quinoline-5-carboxylic acid). As a reaction SMILES: [F:1][C:2]1[CH:3]=[C:4]2[C:9]3=[C:10]([CH2:13][C@@H:14]([CH3:15])[N:8]3[CH:7]=[C:6]([C:16]([OH:18])=[O:17])[C:5]2=[O:19])[C:11]=1F.[CH3:20][N:21]1[CH2:26][CH2:25][NH:24][CH2:23][CH2:22]1>>[F:1][C:2]1[CH:3]=[C:4]2[C:9]3=[C:10]([CH2:13][C@@H:14]([CH3:15])[N:8]3[CH:7]=[C:6]([C:16]([OH:18])=[O:17])[C:5]2=[O:19])[C:11]=1[N:24]1[CH2:25][CH2:26][N:21]([CH3:20])[CH2:22][CH2:23]1. Procedure: (-)-8,9-difluoro-2-(R)-methyl-6-oxo-1,2-dihydro-6H-pyrrolo[3,2,1-ij]quinoline-5-carboxylic acid (Compound (b)) and N-methylpiperazine were used, and treated in a manner analogous to Example 7, to give the title compound. Starting materials: C1(CC1)NC1=CC(=NC=2N1N=CC2C=O)C2=CC(=NC=C2)F (7-(cyclopropylamino)-5-(2-fluoropyridin-4-yl)pyrazolo[1,5-a]pyrimidine-3-carbaldehyde), N1CCCCC1 (piperidine), S1C(NC(C1)=O)=O (thiazolidine-2,4-dione). Solvent: CCO (EtOH). Reaction conditions: temperature 80 celsius, time 2 hour. Product: C1(CC1)NC1=CC(=NC=2N1N=CC2C=C2C(NC(S2)=O)=O)C2=CC(=NC=C2)F (5-((7-(cyclopropylamino)-5-(2-fluoropyridin-4-yl)pyrazolo[1,5-a]pyrimidin-3-yl)methylene)thiazolidine-2,4-dione). Isolated yield 22.7%. RXN SMILES: [CH:1]1([NH:4][C:5]2[N:10]3[N:11]=[CH:12][C:13]([CH:14]=O)=[C:9]3[N:8]=[C:7]([C:16]3[CH:21]=[CH:20][N:19]=[C:18]([F:22])[CH:17]=3)[CH:6]=2)[CH2:3][CH2:2]1.N1CCCCC1.[S:29]1[CH2:33][C:32](=[O:34])[NH:31][C:30]1=[O:35]>CCO>[CH:1]1([NH:4][C:5]2[N:10]3[N:11]=[CH:12][C:13]([CH:14]=[C:33]4[S:29][C:30](=[O:35])[NH:31][C:32]4=[O:34])=[C:9]3[N:8]=[C:7]([C:16]3[CH:21]=[CH:20][N:19]=[C:18]([F:22])[CH:17]=3)[CH:6]=2)[CH2:3][CH2:2]1. Reported procedure: To 7-(cyclopropylamino)-5-(2-fluoropyridin-4-yl)pyrazolo[1,5-a]pyrimidine-3-carbaldehyde 30 mg, 0.1 mmol) in EtOH (1 mL) was added piperidine (13 μL, 0.1 mmol), and thiazolidine-2,4-dione (12 mg, 0.1 mmol). The reaction was stirred at 80° C. for 2 hours. The solid formed was isolated by filtration, washed with water then ethanol. The recovered solid was further purified by washing with 20% methanol/dichloromethan to provide 9 mg of 5-((7-(cyclopropylamino)-5-(2-fluoropyridin-4-yl)pyrazolo[1,5-a]... The reactants are C(C1=CC=CC=C1)NC(=O)C1=C(N=C(S1)C=1NN=CC1)C (4-methyl-2-(2H-pyrazol-3-yl)-thiazole-5-carboxylic acid benzylamide), BrCCC1=NC=CC=C1 (2-(2-bromo-ethyl)-pyridine), C([O-])([O-])=O.[K+].[K+] (potassium carbonate). Solvent: CS(=O)C (dimethyl sulfoxide), C(C)(=O)OCC (ethyl acetate). Conditions: temperature 90 celsius. Yields the product C(C1=CC=CC=C1)NC(=O)C1=C(N=C(S1)C1=NN(C=C1)CCC1=NC=CC=C1)C (4-methyl-2-[1-(2-pyridin-2-yl-ethyl)-1H-pyrazol-3-yl]-thiazole-5-carboxylic acid benzylamide). The yield is 42.1%. Reaction SMILES: [CH2:1]([NH:8][C:9]([C:11]1[S:15][C:14]([C:16]2[NH:17][N:18]=[CH:19][CH:20]=2)=[N:13][C:12]=1[CH3:21])=[O:10])[C:2]1[CH:7]=[CH:6][CH:5]=[CH:4][CH:3]=1.Br[CH2:23][CH2:24][C:25]1[CH:30]=[CH:29][CH:28]=[CH:27][N:26]=1.C(=O)([O-])[O-].[K+].[K+]>CS(C)=O.C(OCC)(=O)C>[CH2:1]([NH:8][C:9]([C:11]1[S:15][C:14]([C:16]2[CH:20]=[CH:19][N:18]([CH2:23][CH2:24][C:25]3[CH:30]=[CH:29][CH:28]=[CH:27][N:26]=3)[N:17]=2)=[N:13][C:12]=1[CH3:21])=[O:10])[C:2]1[CH:3]=[CH:4][CH:5]=[CH:6][CH:7]=1 |f:2.3.4|. Procedure: A solution of 4-methyl-2-(2H-pyrazol-3-yl)-thiazole-5-carboxylic acid benzylamide (0.1 g, 0.33 mmol) in dimethyl sulfoxide (5 mL) was treated with 2-(2-bromo-ethyl)-pyridine (0.089 g, 0.33 mmol) and potassium carbonate (0.140 g, 1.0 mmol), and the reaction mixture was heated to 90° C. for 16 hr. The reaction mixture was cooled to room temperature, diluted with ethyl acetate (50 mL), and washed with brine (2×50 mL). The organic phase was dried (Na2SO4) and evaporated. The residue, was purified by... Starting materials: CC1(C(=C(C(=O)O1)Oc2ccc(cn2)Br)c3ccc(cc3)S(=O)(=O)C)C, C1CCNCC1. Reaction conditions: temperature 80 celsius, time 18 hour. Yields the product CC1(C(=C(C(=O)O1)Oc2ccc(cn2)N3CCCCC3)c4ccc(cc4)S(=O)(=O)C)C. Reagents/catalysts: [O-]P(=O)([O-])[O-].[K+].[K+].[K+], [Cu]I, Cc1cccc(c1NC(=O)C(=O)O)C. Isolated yield 23.0%. Run in CS(=O)C, CS(=O)C. Starting materials: [Ag+], O=[Ag], C=CCC(F)(F)C(=O)O, O=[N+]([O-])[O-], [Na+], [OH-], O. Product: [Ag+], C=CCC(F)(F)C(=O)[O-]. Reaction SMILES: [Ag+:9].[Ag:1]=[O:2].[F:10][C:11]([C:12](=[O:13])[OH:14])([CH2:15][CH:16]=[CH2:17])[F:18].[N+:5]([O-:6])([O-:7])=[O:8].[Na+:4].[OH-:3].[OH2:19]>>[Ag+:1].[F:10][C:11]([C:12](=[O:13])[O-:14])([CH2:15][CH:16]=[CH2:17])[F:18]. The reactants are CO, N, CN(C)C=O, CSc1nn2c(Cl)cc(CN(C)C)nc2c1S(=O)(=O)c1ccccc1. The product is CSc1nn2c(N)cc(CN(C)C)nc2c1S(=O)(=O)c1ccccc1. Reaction SMILES: [CH3:27][OH:28].[NH3:1].[O:29]=[CH:30][N:31]([CH3:32])[CH3:33].[c:2]1([S:8](=[O:9])(=[O:10])[c:11]2[c:12]([S:25][CH3:26])[n:13][n:14]3[c:15]2[n:16][c:17]([CH2:21][N:22]([CH3:23])[CH3:24])[cH:18][c:19]3[Cl:20])[cH:3][cH:4][cH:5][cH:6][cH:7]1>>[NH2:1][c:19]1[n:14]2[n:13][c:12]([S:25][CH3:26])[c:11]([S:8]([c:2]3[cH:3][cH:4][cH:5][cH:6][cH:7]3)(=[O:9])=[O:10])[c:15]2[n:16][c:17]([CH2:21][N:22]([CH3:23])[CH3:24])[cH:18]1. The reactants are 34C, C([O-])([O-])=O.[Na+].[Na+] (sodium carbonate), CC=1C=C2C=3C(CCCC3NC2=CC1)C(=O)O (6-methyl-1,2,3,4-tetrahydrocarbazole-4-carboxylic acid), C(C1=CC=CC=C1)Cl (benzyl chloride). The solvent is CN(C=O)C (dimethylformamide). The product is CC=1C=C2C=3C(CCCC3NC2=CC1)C(=O)OCC1=CC=CC=C1 (Benzyl 6-methyl-1,2,3,4-tetrahydrocarbazole-4-carboxylate). RXN SMILES: [CH3:1][C:2]1[CH:3]=[C:4]2[C:12](=[CH:13][CH:14]=1)[NH:11][C:10]1[CH2:9][CH2:8][CH2:7][CH:6]([C:15]([OH:17])=[O:16])[C:5]2=1.[CH2:18](Cl)[C:19]1[CH:24]=[CH:23][CH:22]=[CH:21][CH:20]=1.C(=O)([O-])[O-].[Na+].[Na+]>CN(C)C=O>[CH3:1][C:2]1[CH:3]=[C:4]2[C:12](=[CH:13][CH:14]=1)[NH:11][C:10]1[CH2:9][CH2:8][CH2:7][CH:6]([C:15]([O:17][CH2:18][C:19]3[CH:24]=[CH:23][CH:22]=[CH:21][CH:20]=3)=[O:16])[C:5]2=1 |f:2.3.4|. Procedure: Following a procedure similar to that of 34C but using 8.2 g. of 6-methyl-1,2,3,4-tetrahydrocarbazole-4-carboxylic acid, 4.6 g. of benzyl chloride and 4 g. of sodium carbonate in 50 ml. dry dimethylformamide there was obtained 9.1 g. of the title compound; m.p. 115°-117°C. (ethyl alcohol-pentane). Starting materials: [I-].[Na+] (sodium iodide), C[Si](Cl)(C)C (trimethylchlorosilane), C(C)#N (acetonitrile), FC=1C=CC\2=C(OCC3=C(/C2=C(\C#N)/C)C=CC(=C3)C(C3=C(N=C2N3C=CC=C2)COC)O)C1 ((E)-2-(3-fluoro8-{hydroxy[2-(methoxymethyl)imidazo[1,2-a]pyridin-3-yl]methyl}dibenzo[b,e]oxepin-11(6H)-ylidene)propanenitrile). Run in O (water), CCCCCC (hexane). Reaction conditions: time 15 minute. The product is FC=1C=CC\2=C(OCC3=C(/C2=C(\C#N)/C)C=CC(=C3)CC3=C(N=C2N3C=CC=C2)COC)C1 ((E)-2-(3-fluoro8-{[2-(methoxymethyl)imidazo[1,2-a]pyridin-3-yl]methyl}dibenzo[b,e]oxepin-11(6H)-ylidene)propanenitrile). Isolated yield 62.1%. RXN SMILES: [I-].[Na+].C[Si](C)(C)Cl.C(#N)C.[F:11][C:12]1[CH:13]=[CH:14][C:15]2=[C:16]([CH:44]=1)[O:17][CH2:18][C:19]1[CH:29]=[C:28]([CH:30](O)[C:31]3[N:35]4[CH:36]=[CH:37][CH:38]=[CH:39][C:34]4=[N:33][C:32]=3[CH2:40][O:41][CH3:42])[CH:27]=[CH:26][C:20]=1/[C:21]/2=[C:22](/[CH3:25])\[C:23]#[N:24]>O.CCCCCC>[F:11][C:12]1[CH:13]=[CH:14][C:15]2=[C:16]([CH:44]=1)[O:17][CH2:18][C:19]1[CH:29]=[C:28]([CH2:30][C:31]3[N:35]4[CH:36]=[CH:37][CH:38]=[CH:39][C:34]4=[N:33][C:32]=3[CH2:40][O:41][CH3:42])[CH:27]=[CH:26][C:20]=1/[C:21]/2=[C:22](/[CH3:25])\[C:23]#[N:24] |f:0.1|. Reported procedure: [step 5] To sodium iodide (197 mg, 1.32 mmol) were added trimethylchlorosilane (165 mL, 1.32 mmol) and acetonitrile (69 mL, 1.3 mmol), and the mixture was stirred at room temperature for 15 min. To the reaction mixture was added hexane (0.22 mL). Furthermore, (E)-2-(3-fluoro8-{hydroxy[2-(methoxymethyl)imidazo[1,2-a]pyridin-3-yl]methyl}dibenzo[b,e]oxepin-11(6H)-ylidene)propanenitrile (100 mg, 0.22 mmol) obtained in step 4 was added, and the mixture was stirred for 1 hr. The reaction was discontin...